Dataset: the Open Reaction Database (ORD), a public repository of structured organic reaction records. Task: describe an organic reaction: reactants, conditions, products, and yield Reactants: COc1cccc(C(=C2CN(C(c3ccccc3)c3ccccc3)C2)S(C)(=O)=O)c1, ClCCl, O. Product: CS(=O)(=O)C(=C1CN(C(c2ccccc2)c2ccccc2)C1)c1cccc(O)c1. Reaction SMILES: [CH:1]([c:2]1[cH:3][cH:4][cH:5][cH:6][cH:7]1)([c:8]1[cH:9][cH:10][cH:11][cH:12][cH:13]1)[N:14]1[CH2:15][C:16](=[C:18]([S:19](=[O:20])(=[O:21])[CH3:22])[c:23]2[cH:24][c:25]([O:29][CH3:30])[cH:26][cH:27][cH:28]2)[CH2:17]1.[Cl:31][CH2:32][Cl:33].[OH2:34]>>[CH:1]([c:2]1[cH:3][cH:4][cH:5][cH:6][cH:7]1)([c:8]1[cH:9][cH:10][cH:11][cH:12][cH:13]1)[N:14]1[CH2:15][C:16](=[C:18]([S:19](=[O:20])(=[O:21])[CH3:22])[c:23]2[cH:24][c:25]([OH:29])[cH:26][cH:27][cH:28]2)[CH2:17]1.